Dataset: the Open Reaction Database (ORD), a public repository of structured organic reaction records. Task: describe an organic reaction: reactants, conditions, products, and yield The reactants are FC1=C(C(=O)Cl)C=CC(=C1)C(F)(F)F (2-fluoro-4-(trifluoromethyl)benzoyl chloride), ClC1=NC=C(C=C1)C#N (2-chloro-5-(cyano)pyridine), ClC1=C(C=CC(=C1)Cl)C1=NC(=NC=C1C=1NC=CN1)NCCNC1=NC=C(C=C1)[N+](=O)[O-] ([4-(2,4-dichlorophenyl)-5-imidazol-2-ylpyrimidin-2-yl]{2-[(5-nitro(2-pyridyl))amino]ethyl}amine). Yields the product FC1=C(C=CC(=C1)C(F)(F)F)C1=NC(=NC=C1C=1NC=CN1)NCCNC1=CC=C(C=N1)C#N (6-{[2-({4-[2-fluoro-4-(trifluoromethyl)phenyl]-5-imidazol-2-ylpyrimidin-2-yl}amino)ethyl]amino}pyridine-3-carbonitrile). As a reaction SMILES: [F:1][C:2]1[CH:10]=[C:9]([C:11]([F:14])([F:13])[F:12])[CH:8]=[CH:7][C:3]=1[C:4](Cl)=O.Cl[C:16]1[CH:21]=[CH:20][C:19]([C:22]#[N:23])=[CH:18][N:17]=1.ClC1C=C(Cl)C=CC=1C1[C:37]([C:38]2[NH:39][CH:40]=[CH:41][N:42]=2)=[CH:36][N:35]=[C:34]([NH:43][CH2:44][CH2:45][NH:46]C2C=CC([N+]([O-])=O)=CN=2)[N:33]=1>>[F:1][C:2]1[CH:10]=[C:9]([C:11]([F:14])([F:13])[F:12])[CH:8]=[CH:7][C:3]=1[C:4]1[C:37]([C:38]2[NH:39][CH:40]=[CH:41][N:42]=2)=[CH:36][N:35]=[C:34]([NH:43][CH2:44][CH2:45][NH:46][C:16]2[N:17]=[CH:18][C:19]([C:22]#[N:23])=[CH:20][CH:21]=2)[N:33]=1. Reported procedure: 6-{[2-({4-[2-fluoro-4-(trifluoromethyl)phenyl]-5-imidazol-2-ylpyrimidin-2-yl}amino)ethyl]amino}pyridine-3-carbonitrile was prepared from 2-fluoro-4-(trifluoromethyl)benzoyl chloride and 2-chloro-5-(cyano)pyridine using the general method for [4-(2,4-dichlorophenyl)-5-imidazol-2-ylpyrimidin-2-yl]{2-[(5-nitro(2-pyridyl))amino]ethyl}amine. The reactants are C(=O)(O)C1=CC2=C(OC(=C2)CC)C=C1 (5-Carboxy-2-ethylbenzo[b]furan), S(O)(O)(=O)=O (sulfuric acid), CO (methanol). Yields the product C(C)C1=CC2=C(O1)C=CC(=C2)C(=O)OC (2-Ethyl-5-(methoxycarbonyl)benzo[b]furan). RXN SMILES: [C:1]([C:4]1[CH:14]=[CH:13][C:7]2[O:8][C:9]([CH2:11][CH3:12])=[CH:10][C:6]=2[CH:5]=1)([OH:3])=[O:2].S(=O)(=O)(O)O.[CH3:20]O>>[CH2:11]([C:9]1[O:8][C:7]2[CH:13]=[CH:14][C:4]([C:1]([O:3][CH3:20])=[O:2])=[CH:5][C:6]=2[CH:10]=1)[CH3:12]. Procedure: 5-Carboxy-2-ethylbenzo[b]furan (2.48 g) and concentrated sulfuric acid (0.30 g) were stirred with heating in methanol (50 ml) at 60° C. for 16 hr. The reaction mixture was concentrated and chloroform was added. The mixture was washed with a saturated aqueous solution of sodium hydrogencarbonate. The chloroform layer was separated, dried over magnesium sulfate and concentrated to give the objective compound (2.40 g). The reactants are solution, CNC (dimethylamine), COC(=O)C1=NN=C2N1C1=C(C(=NC2)C2=CC=CC=C2)C=C(C=C1)Cl (6-phenyl-8-chloro-4H-s-triazolo[4,3-a][1,4]benzodiazepine-1-carboxylic acid methyl ester). The solvent is O1CCOCC1 (dioxane), CO (methanol). Run at time 24 hour. The product is CN(C(=O)C1=NN=C2N1C1=C(C(=NC2)C2=CC=CC=C2)C=C(C=C1)Cl)C (N,N-dimethyl-6-phenyl-8-chloro-4H-s-triazolo[4,3-a][1,4]benzodiazepine-1-carboxamide). RXN SMILES: [CH3:1][NH:2][CH3:3].CO[C:6]([C:8]1[N:12]2[C:13]3[CH:27]=[CH:26][C:25]([Cl:28])=[CH:24][C:14]=3[C:15]([C:18]3[CH:23]=[CH:22][CH:21]=[CH:20][CH:19]=3)=[N:16][CH2:17][C:11]2=[N:10][N:9]=1)=[O:7]>O1CCOCC1.CO>[CH3:1][N:2]([CH3:3])[C:6]([C:8]1[N:12]2[C:13]3[CH:27]=[CH:26][C:25]([Cl:28])=[CH:24][C:14]=3[C:15]([C:18]3[CH:23]=[CH:22][CH:21]=[CH:20][CH:19]=3)=[N:16][CH2:17][C:11]2=[N:10][N:9]=1)=[O:7]. Procedure details: 10 ml of a 20% solution of dimethylamine in dioxane is added at 25° to a solution of 0.705 g (0.002 mole) of 6-phenyl-8-chloro-4H-s-triazolo[4,3-a][1,4]benzodiazepine-1-carboxylic acid methyl ester in 10 ml of methanol. After 24 hours, the reaction mixture is concentrated by evaporation, and the residue crystallised from ethyl acetate/petroleum ether to obtain N,N-dimethyl-6-phenyl-8-chloro-4H-s-triazolo[4,3-a][1,4]benzodiazepine-1-carboxamide, M.P. 180°-181°. Starting materials: O=C(Cl)Oc1ccccc1, COc1ccc(C2COCCOC2)c2sc(N)nc12, OC1CCNCC1. Product: COc1ccc(C2COCCOC2)c2sc(NC(=O)N3CCC(O)CC3)nc12. RXN SMILES: [Cl:20][C:21](=[O:22])[O:23][c:24]1[cH:25][cH:26][cH:27][cH:28][cH:29]1.[O:1]1[CH2:2][CH2:3][O:4][CH2:5][CH:6]([c:8]2[cH:9][cH:10][c:11]([O:18][CH3:19])[c:12]3[n:13][c:14]([NH2:17])[s:15][c:16]23)[CH2:7]1.[OH:30][CH:31]1[CH2:32][CH2:33][NH:34][CH2:35][CH2:36]1>>[O:1]1[CH2:2][CH2:3][O:4][CH2:5][CH:6]([c:8]2[cH:9][cH:10][c:11]([O:18][CH3:19])[c:12]3[n:13][c:14]([NH:17][C:21](=[O:22])[N:34]4[CH2:33][CH2:32][CH:31]([OH:30])[CH2:36][CH2:35]4)[s:15][c:16]23)[CH2:7]1. Starting materials: C(C=C)OC(=O)N1[C@@H](C[C@H](C1)OS(=O)(=O)C)CCN1C(=NC=C1)CO[Si](C)(C)C(C)(C)C ((2R,4R)-1-allyloxycarbonyl-2-[2-{2-(t-butyldimethylsilyloxymethyl)imidazol-1-yl}ethyl]-4-methylsulfonyloxypyrrolidine), Cl (hydrochloric acid). Run in CO (methanol). Reaction conditions: time 10 minute. Yields the product C(C=C)OC(=O)N1[C@@H](C[C@H](C1)OS(=O)(=O)C)CCN1C(=NC=C1)CO ((2R,4R)-1-allyloxycarbonyl-2-[2-(2-hydroxymethylimidazol-1-yl) ethyl]-4-methylsulfonyloxypyrrolidine). The yield is 59.4%. RXN SMILES: [CH2:1]([O:4][C:5]([N:7]1[CH2:11][C@H:10]([O:12][S:13]([CH3:16])(=[O:15])=[O:14])[CH2:9][C@H:8]1[CH2:17][CH2:18][N:19]1[CH:23]=[CH:22][N:21]=[C:20]1[CH2:24][O:25][Si](C(C)(C)C)(C)C)=[O:6])[CH:2]=[CH2:3].Cl>CO>[CH2:1]([O:4][C:5]([N:7]1[CH2:11][C@H:10]([O:12][S:13]([CH3:16])(=[O:14])=[O:15])[CH2:9][C@H:8]1[CH2:17][CH2:18][N:19]1[CH:23]=[CH:22][N:21]=[C:20]1[CH2:24][OH:25])=[O:6])[CH:2]=[CH2:3]. Reported procedure: To a solution of (2R,4R)-1-allyloxycarbonyl-2-[2-{2-(t-butyldimethylsilyloxymethyl)imidazol-1-yl}ethyl]-4-methylsulfonyloxypyrrolidine (34.5 g) in methanol (170 ml) was added concentrated hydrochloric acid (17 ml) dropwise under cooling in an ice bath. After stirring for 10 minutes, the mixture was warmed to room temperature and stirred for another 3 hours. The mixture was quenched by the addition of a solution of sodium methoxide in methanol (28% W/W, 39.4 g), then ethyl acetate (340 ml) was ad... The reactants are CCO, Cc1cccc2c1C(=O)NS2(=O)=O. Yields the product Cc1cccc2c1C(=O)N(CO)S2(=O)=O. RXN SMILES: [CH3:14][CH2:15][OH:16].[CH3:1][c:2]1[c:3]2[c:9]([cH:10][cH:11][cH:12]1)[S:6](=[O:7])(=[O:8])[NH:5][C:4]2=[O:13]>>[CH3:1][c:2]1[c:3]2[c:9]([cH:10][cH:11][cH:12]1)[S:6](=[O:7])(=[O:8])[N:5]([CH2:15][OH:16])[C:4]2=[O:13]. Starting materials: OC1(CCC2(OCC(CO2)(C)C)CC1)CC=O ((9-hydroxy-3,3-dimethyl-1,5-dioxa-spiro[5.5]undec-9-yl)-acetaldehyde), FC1=C(C=CC(=C1)F)[C@H](C)N ((S)-1-(2,4-difluoro-phenyl)-ethylamine), Intermediate 2. The product is FC1=C(C=CC(=C1)F)[C@H](C)NCCC1(CCC2(OCC(CO2)(C)C)CC1)O (9-{2-[(S)-1-(2,4-Difluoro-phenyl)-ethylamino]-ethyl}-3,3-dimethyl-1,5-dioxa-spiro[5.5]undecan-9-ol). Yield: 66.0%. RXN SMILES: [OH:1][C:2]1([CH2:15][CH:16]=O)[CH2:14][CH2:13][C:5]2([O:10][CH2:9][C:8]([CH3:12])([CH3:11])[CH2:7][O:6]2)[CH2:4][CH2:3]1.[F:18][C:19]1[CH:24]=[C:23]([F:25])[CH:22]=[CH:21][C:20]=1[C@@H:26]([NH2:28])[CH3:27]>>[F:18][C:19]1[CH:24]=[C:23]([F:25])[CH:22]=[CH:21][C:20]=1[C@@H:26]([NH:28][CH2:16][CH2:15][C:2]1([OH:1])[CH2:3][CH2:4][C:5]2([O:6][CH2:7][C:8]([CH3:11])([CH3:12])[CH2:9][O:10]2)[CH2:13][CH2:14]1)[CH3:27]. Procedure: The title compound is prepared from (9-hydroxy-3,3-dimethyl-1,5-dioxa-spiro[5.5]undec-9-yl)-acetaldehyde and (S)-1-(2,4-difluoro-phenyl)-ethylamine following a procedure analogous to that described in Step 3 of Intermediate 2. Yield: 66% of theory; LC (method 5): tR=0.99 min; Mass spectrum (ESI+): m/z=384 [M+H]+.